Task: describe an organic reaction: reactants, conditions, products, and yield. Dataset: the Open Reaction Database (ORD), a public repository of structured organic reaction records The reactants are COc1ccc2nccc(CC(O)C3CCC(NC(=O)OC(C)(C)C)CO3)c2n1, CS(C)=O, CCN(C(C)C)C(C)C. Yields the product COc1ccc2nccc(CC(=O)C3CCC(NC(=O)OC(C)(C)C)CO3)c2n1. As a reaction SMILES: [C:1]([CH3:2])([CH3:3])([CH3:4])[O:5][C:6]([NH:7][CH:8]1[CH2:9][O:10][CH:11]([CH:14]([CH2:15][c:16]2[cH:17][cH:18][n:19][c:20]3[cH:21][cH:22][c:23]([O:26][CH3:27])[n:24][c:25]23)[OH:28])[CH2:12][CH2:13]1)=[O:29].[CH3:39][S:40]([CH3:41])=[O:42].[CH:30]([N:31]([CH2:32][CH3:33])[CH:34]([CH3:35])[CH3:36])([CH3:37])[CH3:38]>>[C:1]([CH3:2])([CH3:3])([CH3:4])[O:5][C:6]([NH:7][CH:8]1[CH2:9][O:10][CH:11]([C:14]([CH2:15][c:16]2[cH:17][cH:18][n:19][c:20]3[cH:21][cH:22][c:23]([O:26][CH3:27])[n:24][c:25]23)=[O:28])[CH2:12][CH2:13]1)=[O:29]. Starting materials: [BH4-], COc1cccc(N)c1, CCO, O=C1CN2CCC1CC2, [Na+]. The product is COc1cccc(NC2CN3CCC2CC3)c1. Reaction SMILES: [BH4-:19].[CH3:10][O:11][c:12]1[cH:13][c:14]([NH2:18])[cH:15][cH:16][cH:17]1.[CH3:21][CH2:22][OH:23].[N:1]12[CH2:2][C:3](=[O:9])[CH:4]([CH2:5][CH2:6]1)[CH2:7][CH2:8]2.[Na+:20]>>[N:1]12[CH2:2][CH:3]([NH:18][c:14]3[cH:13][c:12]([O:11][CH3:10])[cH:17][cH:16][cH:15]3)[CH:4]([CH2:5][CH2:6]1)[CH2:7][CH2:8]2. The reactants are O=S(=O)(Cl)Cc1ccccc1, CN1CCOCC1, CN(C)C=O, CCOC(C)=O, COC(=O)Cn1c(=O)c(N)cn(Cc2ccccc2)c1=O, C1CCOC1. The product is COC(=O)Cn1c(=O)c(NS(=O)(=O)Cc2ccccc2)cn(Cc2ccccc2)c1=O. RXN SMILES: [CH2:29]([c:30]1[cH:31][cH:32][cH:33][cH:34][cH:35]1)[S:36](=[O:37])(=[O:38])[Cl:39].[CH3:22][N:23]1[CH2:24][CH2:25][O:26][CH2:27][CH2:28]1.[CH3:45][N:46]([CH3:47])[CH:48]=[O:49].[CH3:50][CH2:51][O:52][C:53](=[O:54])[CH3:55].[NH2:1][c:2]1[c:3](=[O:21])[n:4]([CH2:16][C:17](=[O:18])[O:19][CH3:20])[c:5](=[O:15])[n:6]([CH2:8][c:9]2[cH:10][cH:11][cH:12][cH:13][cH:14]2)[cH:7]1.[O:40]1[CH2:41][CH2:42][CH2:43][CH2:44]1>>[NH:1]([c:2]1[c:3](=[O:21])[n:4]([CH2:16][C:17](=[O:18])[O:19][CH3:20])[c:5](=[O:15])[n:6]([CH2:8][c:9]2[cH:10][cH:11][cH:12][cH:13][cH:14]2)[cH:7]1)[S:36]([CH2:29][c:30]1[cH:31][cH:32][cH:33][cH:34][cH:35]1)(=[O:37])=[O:38].